The task is: describe an organic reaction: reactants, conditions, products, and yield. This data is from the Open Reaction Database (ORD), a public repository of structured organic reaction records. Starting materials: C1(CC1)C=1N=CC(=NC1OCC1CC1)C(=O)O (5-cyclopropyl-6-cyclopropylmethoxy-pyrazine-2-carboxylic acid), Cl.CC1=NC(=NO1)C1(CCC1)N (1-(5-methyl-1,2,4-oxadiazol-3-yl)-cyclobutanamine hydrochloride). The product is CC1=NC(=NO1)C1(CCC1)NC(=O)C1=NC(=C(N=C1)C1CC1)OCC1CC1 (5-Cyclopropyl-6-cyclopropylmethoxy-pyrazine-2-carboxylic acid [1-(5-methyl-[1,2,4]oxadiazol-3-yl)-cyclobutyl]-amide). RXN SMILES: [CH:1]1([C:4]2[N:5]=[CH:6][C:7]([C:15]([OH:17])=O)=[N:8][C:9]=2[O:10][CH2:11][CH:12]2[CH2:14][CH2:13]2)[CH2:3][CH2:2]1.Cl.[CH3:19][C:20]1[O:24][N:23]=[C:22]([C:25]2([NH2:29])[CH2:28][CH2:27][CH2:26]2)[N:21]=1>>[CH3:19][C:20]1[O:24][N:23]=[C:22]([C:25]2([NH:29][C:15]([C:7]3[CH:6]=[N:5][C:4]([CH:1]4[CH2:2][CH2:3]4)=[C:9]([O:10][CH2:11][CH:12]4[CH2:13][CH2:14]4)[N:8]=3)=[O:17])[CH2:28][CH2:27][CH2:26]2)[N:21]=1 |f:1.2|. Procedure: The title compound was synthesized in analogy to Example 8e, using 5-cyclopropyl-6-cyclopropylmethoxy-pyrazine-2-carboxylic acid (Example 10 g, 100 mg, 0.43 mmol) and 1-(5-methyl-1,2,4-oxadiazol-3-yl)-cyclobutanamine (CAN 1170897-128-5, 98.07 mg, 0.64 mmol) as starting materials, and isolated (50 mg, 31.67%) as off white solid; LC-MS (UV peak area, ESI) 99.91%, 370.0 (M+H). Reactants: CC(C)(C)OC(=O)N1CCNCC1, ClCCl, CC1Cc2nc(C(=O)[O-])sc2CN1, CCN=C=NCCCN(C)C, CN(C)C=O, Cl, [Li+], O, O, On1nnc2ccccc21. Product: CC1Cc2nc(C(=O)N3CCN(C(=O)OC(C)(C)C)CC3)sc2CN1. Reaction SMILES: [C:15]([CH3:16])([CH3:17])([CH3:18])[O:19][C:20](=[O:21])[N:22]1[CH2:23][CH2:24][NH:25][CH2:26][CH2:27]1.[CH2:57]([Cl:58])[Cl:59].[CH3:1][CH:2]1[CH2:3][c:4]2[c:5]([s:8][c:9]([C:11](=[O:12])[O-:13])[n:10]2)[CH2:6][NH:7]1.[CH3:40][N:41]([CH3:42])[CH2:43][CH2:44][CH2:45][N:46]=[C:47]=[N:48][CH2:49][CH3:50].[CH3:51][N:52]([CH3:53])[CH:54]=[O:55].[ClH:39].[Li+:14].[OH2:28].[OH2:56].[OH:29][n:30]1[c:31]2[cH:32][cH:33][cH:34][cH:35][c:36]2[n:37][n:38]1>>[CH3:1][CH:2]1[CH2:3][c:4]2[c:5]([s:8][c:9]([C:11](=[O:13])[N:25]3[CH2:24][CH2:23][N:22]([C:20]([O:19][C:15]([CH3:16])([CH3:17])[CH3:18])=[O:21])[CH2:27][CH2:26]3)[n:10]2)[CH2:6][NH:7]1. Starting materials: C(C)N(CC)C(=O)N=C=S ((Diethylamino)methanoyl isothiocyanate), C(C)N(C(=O)Cl)CC (N,N-diethylcarbamic chloride), ClC=1C=C(N)C=CC1OC1=CC=NC2=CC(=C(C=C12)OC)OC (3-Chloro-4-[(6,7-dimethoxy-4-quinolyl)oxy]aniline), C1(=CC=CC=C1)C (toluene). Solvent: C(C)O (ethanol), C(C)O (ethanol). Run at time 2 hour. The product is C(C)N(CC)C(=O)N=C=S ((Diethylamino)methanoyl isothiocyanate), ClC=1C=C(C=CC1OC1=CC=NC2=CC(=C(C=C12)OC)OC)NC(=S)NC(=O)N(CC)CC (N-{3-Chloro-4-[(6,7-dimethoxy-4-quinolyl)oxy]phenyl}-{[(diethylamino)carbonyl]amino}methanethioamide). Isolated yield 38.0%. Reaction SMILES: C(N(CC)C(Cl)=O)C.[CH2:9]([N:11]([C:14]([N:16]=[C:17]=[S:18])=[O:15])[CH2:12][CH3:13])[CH3:10].[Cl:19][C:20]1[CH:21]=[C:22]([CH:24]=[CH:25][C:26]=1[O:27][C:28]1[C:37]2[C:32](=[CH:33][C:34]([O:40][CH3:41])=[C:35]([O:38][CH3:39])[CH:36]=2)[N:31]=[CH:30][CH:29]=1)[NH2:23].C1(C)C=CC=CC=1>C(O)C>[CH2:9]([N:11]([C:14]([N:16]=[C:17]=[S:18])=[O:15])[CH2:12][CH3:13])[CH3:10].[Cl:19][C:20]1[CH:21]=[C:22]([NH:23][C:17]([NH:16][C:14]([N:11]([CH2:12][CH3:13])[CH2:9][CH3:10])=[O:15])=[S:18])[CH:24]=[CH:25][C:26]=1[O:27][C:28]1[C:37]2[C:32](=[CH:33][C:34]([O:40][CH3:41])=[C:35]([O:38][CH3:39])[CH:36]=2)[N:31]=[CH:30][CH:29]=1. Procedure details: (Diethylamino)methanoyl isothiocyanate was prepared using commercially available N,N-diethylcarbamic chloride (80 mg) as a starting compound according to the description of the literature. (Diethylamino)methanoyl isothiocyanate was dissolved in ethanol (1 ml) to prepare a solution. 3-Chloro-4-[(6,7-dimethoxy-4-quinolyl)oxy]aniline (50 mg), toluene (5 ml), and ethanol (1 ml) were added to the solution, and the mixture was stirred at room temperature for 2 hr. The reaction solution was concentrate... Starting materials: CCOCC, Cl, CCCCCCC1CO1, O. The product is CCCCCCC(O)CCl. RXN SMILES: [CH3:10][CH2:11][O:12][CH2:13][CH3:14].[ClH:15].[O:1]1[CH2:2][CH:3]1[CH2:4][CH2:5][CH2:6][CH2:7][CH2:8][CH3:9].[OH2:16]>>[OH:1][CH:3]([CH2:2][Cl:15])[CH2:4][CH2:5][CH2:6][CH2:7][CH2:8][CH3:9]. As a reaction SMILES: [CH2:25]([CH2:26][CH3:27])[Br:28].[H-:1].[Na+:2].[O:30]=[CH:31][N:32]([CH3:33])[CH3:34].[OH2:29].[OH:3][c:4]1[cH:5][c:6]([N+:22](=[O:23])[O-:24])[c:7]([N:8]([S:9](=[O:10])(=[O:11])[c:12]2[cH:13][cH:14][c:15]([CH3:18])[cH:16][cH:17]2)[CH3:19])[cH:20][cH:21]1>>[O:3]([c:4]1[cH:5][c:6]([N+:22](=[O:23])[O-:24])[c:7]([N:8]([S:9](=[O:10])(=[O:11])[c:12]2[cH:13][cH:14][c:15]([CH3:18])[cH:16][cH:17]2)[CH3:19])[cH:20][cH:21]1)[CH2:25][CH2:26][CH3:27]. The reactants are CCCBr, [H-], [Na+], CN(C)C=O, O, Cc1ccc(S(=O)(=O)N(C)c2ccc(O)cc2[N+](=O)[O-])cc1. Yields the product CCCOc1ccc(N(C)S(=O)(=O)c2ccc(C)cc2)c([N+](=O)[O-])c1. Starting materials: C(C)(C)(C)OC(=O)N1CC(CCC1)C(=O)O (piperidine-1,3-dicarboxylic acid 1-tert-butyl ester), C([O-])([O-])=O.[K+].[K+] (potassium carbonate), BrC(C=C)(F)F (3-bromo-3,3-difluoropropene), O (water). The solvent is CN(C=O)C (N,N-dimethylformamide). Conditions: temperature 60 celsius, time 4.5 hour. Yields the product FC(=CCOC(=O)C1CN(CCC1)C(=O)OC(C)(C)C)F (Piperidine-1,3-dicarboxylic acid 1-tert-butyl ester 3-(3,3-difluoro-allyl)ester). As a reaction SMILES: [C:1]([O:5][C:6]([N:8]1[CH2:13][CH2:12][CH2:11][CH:10]([C:14]([OH:16])=[O:15])[CH2:9]1)=[O:7])([CH3:4])([CH3:3])[CH3:2].C(=O)([O-])[O-].[K+].[K+].Br[C:24]([F:28])([F:27])[CH:25]=[CH2:26].O>CN(C)C=O>[F:27][C:24]([F:28])=[CH:25][CH2:26][O:15][C:14]([CH:10]1[CH2:11][CH2:12][CH2:13][N:8]([C:6]([O:5][C:1]([CH3:4])([CH3:2])[CH3:3])=[O:7])[CH2:9]1)=[O:16] |f:1.2.3|. Procedure: To a solution of piperidine-1,3-dicarboxylic acid 1-tert-butyl ester (30.0 g) in N,N-dimethylformamide (300 ml) were added potassium carbonate (36.2 g) and 3-bromo-3,3-difluoropropene (16 ml), and the mixture was stirred at 60° C. for 4.5 hours. To the reaction mixture was added water, and the mixture was extracted with n-hexane/ethyl acetate (1/1) solution. The organic layer was dried over anhydrous sodium sulfate, and concentrated under reduced pressure. The resulting residue was purified by s... Starting materials: ON(C(OCC1=CC=CC=C1)=O)C1=CC=CC=C1 (benzyl N-hydroxy-N-phenylcarbamate), ClC1=NC=CN=C1 (chloropyrazine), [OH-].[K+] (potassium hydroxide). Solvent: C(C)(=O)O (acetic acid). Conditions: time 2 hour. Yields the product C(C1=CC=CC=C1)OC(=O)NC1=CC=C(C=C1)C=1N=CC(NC1)=O (5-(4-benzyloxycarbonylaminophenyl)-2(1H)-pyrazinone). RXN SMILES: O[N:2]([C:13]1[CH:18]=[CH:17][CH:16]=[CH:15][CH:14]=1)[C:3](=[O:12])[O:4][CH2:5][C:6]1[CH:11]=[CH:10][CH:9]=[CH:8][CH:7]=1.Cl[C:20]1[CH:25]=[N:24][CH:23]=[CH:22][N:21]=1.[OH-:26].[K+]>C(O)(=O)C>[CH2:5]([O:4][C:3]([NH:2][C:13]1[CH:18]=[CH:17][C:16]([C:23]2[N:24]=[CH:25][C:20](=[O:26])[NH:21][CH:22]=2)=[CH:15][CH:14]=1)=[O:12])[C:6]1[CH:11]=[CH:10][CH:9]=[CH:8][CH:7]=1 |f:2.3|. Procedure details: A solution of benzyl N-hydroxy-N-phenylcarbamate (8.0 g) in ethanolic potassium hydroxide (0.27N; 120 ml) was treated with chloropyrazine (4.18 g) and molecular sieve (0.5 g). The mixture was stirred for 2 hours at room temperature and then allowed to stand for 4 days. Evaporation of the reaction mixture under reduced pressure gave an orange residue which was suspended in dilute acetic acid, filtered off, and heated in hot 1-propanol (about 200 ml). On cooling, the resulting solution gave a gold... Reactants: FC(C1=CC=C(/C=C/C(=O)OCC)C=C1)(F)F (ethyl trans-4-(trifluoromethyl)cinnamate), [H-].C(C(C)C)[Al+]CC(C)C.C1(=CC=CC=C1)C (diisobutyl aluminum hydride toluene), ice water. Run in C1(=CC=CC=C1)C (toluene). Reaction conditions: temperature 0 celsius, time 20 minute. Product: FC(C1=CC=C(/C=C/CO)C=C1)(F)F (Trans-4-(trifluoromethyl)cinnamyl alcohol). Yield: 94.9%. As a reaction SMILES: [F:1][C:2]([F:17])([F:16])[C:3]1[CH:15]=[CH:14][C:6](/[CH:7]=[CH:8]/[C:9](OCC)=[O:10])=[CH:5][CH:4]=1.[H-].C([Al+]CC(C)C)C(C)C.C1(C)C=CC=CC=1>C1(C)C=CC=CC=1>[F:1][C:2]([F:16])([F:17])[C:3]1[CH:15]=[CH:14][C:6](/[CH:7]=[CH:8]/[CH2:9][OH:10])=[CH:5][CH:4]=1 |f:1.2.3|. Procedure details: In 15 ml of toluene were dissolved 3.00 g (12.3 mmol) of ethyl trans-4-(trifluoromethyl)cinnamate, and 16.4 ml (24.6 mmol) of a 1.5 M diisobutyl aluminum hydride-toluene solution were added to the solution with stirring at 0° C. After 20 minutes, ice-water was added to the reaction mixture and the mixture was stirred for 10 minutes, followed by removal of the insolubles by filtration using Celite. The filtrate was extracted with ethyl acetate and, after drying, the solvent was distilled off to o...